From a dataset of the Open Reaction Database (ORD), a public repository of structured organic reaction records. describe an organic reaction: reactants, conditions, products, and yield The reactants are CN(C)C=O, ClC(Cl)Cl, Cl, CCOC(CN1CCN(S(=O)(=O)c2ccc3nc[nH]c(=O)c3c2)CC1)c1ccccc1, O, O=S(Cl)Cl. Product: CCOC(CN1CCN(S(=O)(=O)c2ccc3ncnc(Cl)c3c2)CC1)c1ccccc1. RXN SMILES: [CH3:37][N:38]([CH3:39])[CH:40]=[O:41].[CH:42]([Cl:43])([Cl:44])[Cl:45].[ClH:1].[O:2]=[c:3]1[nH:4][cH:5][n:6][c:7]2[cH:8][cH:9][c:10]([S:13](=[O:14])(=[O:15])[N:16]3[CH2:17][CH2:18][N:19]([CH2:22][CH:23]([c:24]4[cH:25][cH:26][cH:27][cH:28][cH:29]4)[O:30][CH2:31][CH3:32])[CH2:20][CH2:21]3)[cH:11][c:12]12.[OH2:46].[S:33]([Cl:34])([Cl:35])=[O:36]>>[c:3]1([Cl:35])[n:4][cH:5][n:6][c:7]2[cH:8][cH:9][c:10]([S:13](=[O:14])(=[O:15])[N:16]3[CH2:17][CH2:18][N:19]([CH2:22][CH:23]([c:24]4[cH:25][cH:26][cH:27][cH:28][cH:29]4)[O:30][CH2:31][CH3:32])[CH2:20][CH2:21]3)[cH:11][c:12]12. The reactants are N1(CCCC1)C(=CC(=O)C1=CC=NC=C1)C (3-(1-pyrrolidinyl)-1-(4-pyridinyl)-2-buten-1-one), NC1=NNC=C1C(=O)C1=CC=CC=C1 ((3-amino-1H-pyrazol-4-yl)phenyl-methanone). The solvent is C(C)(=O)O (acetic acid). Yields the product CC1=NC=2N(C(=C1)C1=CC=NC=C1)N=CC2C(=O)C2=CC=CC=C2 ([5-Methyl-7-(4-pyridinyl)pyrazolo[1,5-a]pyrimidin-3-yl]phenyl-methanone). RXN SMILES: N1([C:6]([CH3:16])=[CH:7][C:8]([C:10]2[CH:15]=[CH:14][N:13]=[CH:12][CH:11]=2)=O)CCCC1.[NH2:17][C:18]1[C:22]([C:23]([C:25]2[CH:30]=[CH:29][CH:28]=[CH:27][CH:26]=2)=[O:24])=[CH:21][NH:20][N:19]=1>C(O)(=O)C>[CH3:16][C:6]1[CH:7]=[C:8]([C:10]2[CH:15]=[CH:14][N:13]=[CH:12][CH:11]=2)[N:19]2[N:20]=[CH:21][C:22]([C:23]([C:25]3[CH:26]=[CH:27][CH:28]=[CH:29][CH:30]=3)=[O:24])=[C:18]2[N:17]=1. Procedure: A mixture of 0.05 mole of 3-(1-pyrrolidinyl)-1-(4-pyridinyl)-2-buten-1-one and 0.05 ml of (3-amino-1H-pyrazol-4-yl)phenyl-methanone in 50 ml of glacial acetic acid was refluxed for 8 hours. The solvent was removed and the residue partitioned between saturated aqueous sodium bicarbonate and dichloromethane. The dichloromethane layer was washed with water, dried over magnesium sulfate and passed through a short pad of hydrous magnesium silicate. The eluent was concentrated and the residue crystall... Starting materials: CO, [H][H], O=C(OC(Cc1cc(C(F)(F)F)cc(C(F)(F)F)c1)C(=O)N1CCN(C2CCN(Cc3ccccc3)CC2)CC1)N1CCC(N2CCc3ccccc3NC2=O)CC1. The product is O=C(OC(Cc1cc(C(F)(F)F)cc(C(F)(F)F)c1)C(=O)N1CCN(C2CCNCC2)CC1)N1CCC(N2CCc3ccccc3NC2=O)CC1. As a reaction SMILES: [CH3:61][OH:62].[H:59][H:60].[O:1]=[C:2]1[NH:3][c:4]2[c:5]([cH:55][cH:56][cH:57][cH:58]2)[CH2:6][CH2:7][N:8]1[CH:9]1[CH2:10][CH2:11][N:12]([C:15](=[O:16])[O:17][CH:18]([C:19](=[O:20])[N:21]2[CH2:22][CH2:23][N:24]([CH:27]3[CH2:28][CH2:29][N:30]([CH2:33][c:34]4[cH:35][cH:36][cH:37][cH:38][cH:39]4)[CH2:31][CH2:32]3)[CH2:25][CH2:26]2)[CH2:40][c:41]2[cH:42][c:43]([C:51]([F:52])([F:53])[F:54])[cH:44][c:45]([C:47]([F:48])([F:49])[F:50])[cH:46]2)[CH2:13][CH2:14]1>>[O:1]=[C:2]1[NH:3][c:4]2[c:5]([cH:55][cH:56][cH:57][cH:58]2)[CH2:6][CH2:7][N:8]1[CH:9]1[CH2:10][CH2:11][N:12]([C:15](=[O:16])[O:17][CH:18]([C:19](=[O:20])[N:21]2[CH2:22][CH2:23][N:24]([CH:27]3[CH2:28][CH2:29][NH:30][CH2:31][CH2:32]3)[CH2:25][CH2:26]2)[CH2:40][c:41]2[cH:42][c:43]([C:51]([F:52])([F:53])[F:54])[cH:44][c:45]([C:47]([F:48])([F:49])[F:50])[cH:46]2)[CH2:13][CH2:14]1. Reactants: BrCCBr, Oc1cc(Br)ccc1Br, [Na+], [OH-]. The product is BrCCOc1cc(Br)ccc1Br. RXN SMILES: [Br:10][CH2:11][CH2:12][Br:13].[Br:1][c:2]1[c:3]([OH:9])[cH:4][c:5]([Br:8])[cH:6][cH:7]1.[Na+:15].[OH-:14]>>[Br:1][c:2]1[c:3]([O:9][CH2:12][CH2:11][Br:10])[cH:4][c:5]([Br:8])[cH:6][cH:7]1. Starting materials: COC(=O)c1cccc(CN(C)C(=O)OC(C)(C)C)c1, [Li+], C1COCCO1, [OH-], O, O. Yields the product CN(Cc1cccc(C(=O)O)c1)C(=O)OC(C)(C)C. RXN SMILES: [CH3:5][N:6]([C:7]([O:8][C:9]([CH3:10])([CH3:11])[CH3:12])=[O:13])[CH2:14][c:15]1[cH:16][c:17]([C:21](=[O:22])[O:23][CH3:24])[cH:18][cH:19][cH:20]1.[Li+:3].[O:25]1[CH2:26][CH2:27][O:28][CH2:29][CH2:30]1.[OH-:2].[OH2:1].[OH2:4]>>[CH3:5][N:6]([C:7]([O:8][C:9]([CH3:10])([CH3:11])[CH3:12])=[O:13])[CH2:14][c:15]1[cH:16][c:17]([C:21](=[O:22])[OH:23])[cH:18][cH:19][cH:20]1. Starting materials: ClC=1C=NC=C(C1CC(=O)O)Cl ((3,5-dichloro-pyridin-4-yl)-acetic acid), C(=O)(N1C=NC=C1)N1C=NC=C1 (carbonyldiimidazole), C1(CCCC1)CC(CN)C1=CC(=CC=C1)OC (3-cyclopentyl-2-(3-methoxy-phenyl)-propylamine). The solvent is C1CCOC1 (THF). Yields the product C1CC(CC1)C(C(=O)N)(C1=C(C=NC=C1Cl)Cl)C1=CC(=CC=C1)OC (3-cyclopentyl-2-(3-methoxy-phenyl]-2-(3,5-dichloro-pyridin-4-yl)-acetamide). Yield: 93.7%. As a reaction SMILES: [Cl:1][C:2]1[CH:3]=[N:4][CH:5]=[C:6]([Cl:12])[C:7]=1CC(O)=O.C(N1C=CN=C1)(N1C=CN=C1)=[O:14].[CH:25]1([CH2:30][CH:31]([C:34]2[CH:39]=[CH:38][CH:37]=[C:36]([O:40][CH3:41])[CH:35]=2)[CH2:32][NH2:33])[CH2:29][CH2:28][CH2:27]C1>C1COCC1>[CH2:29]1[CH2:28][CH2:27][CH:30]([C:31]([C:34]2[CH:39]=[CH:38][CH:37]=[C:36]([O:40][CH3:41])[CH:35]=2)([C:7]2[C:6]([Cl:12])=[CH:5][N:4]=[CH:3][C:2]=2[Cl:1])[C:32]([NH2:33])=[O:14])[CH2:25]1. Procedure: By working in a way similar to that described in example 4 but using (3,5-dichloro-pyridin-4-yl)-acetic acid (1.94 g, 9.43 mmoles), carbonyldiimidazole (1.68 g, 10.373 mmoles), THF (30 ml) and 3-cyclopentyl-2-(3-methoxy-phenyl)-propylamine (2.2 g, 9.43 mmoles), obtained as described in example 8, 3.35 g of the title compound were obtained (yield: 98.3%), m.p.: 106-107° C. Starting materials: CCO, O=CC1=CCCOC1, Nc1cc2oc(=O)[nH]c2cc1F. Product: O=c1[nH]c2cc(F)c(NCC3=CCCOC3)cc2o1. RXN SMILES: [CH3:21][CH2:22][OH:23].[CH:13](=[O:14])[C:15]1=[CH:20][CH2:19][CH2:18][O:17][CH2:16]1.[NH2:1][c:2]1[cH:3][c:4]2[c:5]([nH:6][c:7](=[O:9])[o:8]2)[cH:10][c:11]1[F:12]>>[NH:1]([c:2]1[cH:3][c:4]2[c:5]([nH:6][c:7](=[O:9])[o:8]2)[cH:10][c:11]1[F:12])[CH2:13][C:15]1=[CH:20][CH2:19][CH2:18][O:17][CH2:16]1. Reactants: C(CCCCCO)O (1,6-hexanediol), C(N)(=O)N1C(C=CC1=O)=O (N-carbamylmaleimide). RXN SMILES: [CH2:1]([OH:8])[CH2:2][CH2:3][CH2:4][CH2:5][CH2:6][OH:7].[C:9]([N:12]1[C:16](=[O:17])[CH:15]=[CH:14][C:13]1=[O:18])(=[O:11])[NH2:10]>C(#N)C.[Cl-].[Zn+2].[Cl-]>[C:16]([O:7][CH2:6][CH2:5][CH2:4][CH2:3][CH2:2][CH2:1][O:8][C:16](=[O:17])/[CH:15]=[CH:14]\[C:13](=[O:18])[NH:12][C:9](=[O:11])[NH2:10])(=[O:17])/[CH:15]=[CH:14]\[C:13](=[O:18])[NH:12][C:9](=[O:11])[NH2:10] |f:3.4.5|. Reagents/catalysts: [Cl-].[Zn+2].[Cl-] (zinc chloride). Conditions: time 3 hour. Reported procedure: A mixture of 5.66 g of 1,6-hexanediol (0.048 moles), 12 g of N-carbamylmaleimide (0.086 moles) and 0.3 g of zinc chloride (0.0022 moles) in 70 mL of acetonitrile was heated to reflux. After 3 hours, a lot of solid material had been produced from the mixture. The mixture was filtered and the solids washed with acetonitrile and dried to afford 12.1 9 of 1,6-hexanediol bismaleurate. The product is 12.1, C(\C=C/C(NC(N)=O)=O)(=O)OCCCCCCOC(\C=C/C(NC(N)=O)=O)=O (1,6-hexanediol bismaleurate). The solvent is C(C)#N (acetonitrile). The reactants are C(CNC(=O)C1=CC=CC=C1)(=O)O (Hippuric acid), C1CCC(CC1)N=C=NC2CCCCC2 (DCC), ON1C(CCC1=O)=O (N-hydroxysuccinimide), filtrate, N#CN.[Na] (sodium cyanamide). The solvent is CCOC(=O)C.CC(=O)O (EtOAc AcOH), C(C)#N (acetonitrile), O (water). Reaction conditions: time 8 hour. Yields the product C(C1=CC=CC=C1)(=O)NCC(=O)NC#N (N-Benzoylglycylcyanamide). The yield is 56.1%. RXN SMILES: [C:1]([OH:13])(=O)[CH2:2][NH:3][C:4]([C:6]1[CH:11]=[CH:10][CH:9]=[CH:8][CH:7]=1)=[O:5].C1CCC([N:20]=[C:21]=[N:22]C2CCCCC2)CC1.ON1C(=O)CCC1=O.N#CN.[Na]>C(#N)C.O.CCOC(C)=O.CC(O)=O>[C:4]([NH:3][CH2:2][C:1]([NH:22][C:21]#[N:20])=[O:13])(=[O:5])[C:6]1[CH:11]=[CH:10][CH:9]=[CH:8][CH:7]=1 |f:3.4,7.8,^1:39|. Reported procedure: Hippuric acid (3.58 g, 0.020 mol), DCC (4.13 g, 0.020 mol), and N-hydroxysuccinimide (2.3 g, 0.020 mol) were stirred in 100 ml of acetonitrile at ice bath temperature for 2 hours. The reaction mixture was filtered to remove the bulk of by-product DCU. The filtrate was evaporated in vacuo to dryness, the residue was redissolved in THF and the mixture was filtered to remove any residual DCU. The filtrate (70 ml) was added drop-wise to a solution of sodium cyanamide (3.84 g, 0.060 mol) in 100 ml of... Reaction SMILES: [CH3:11][O:12][c:13]1[cH:14][c:15]2[c:19]([cH:20][cH:21]1)[NH:18][C:17](=[O:22])[C:16]2=[CH:23][c:24]1[cH:25][cH:26][c:27]2[c:28]([CH:33]=[CH:34][c:35]3[cH:36][n:37][c:38]([N:41]4[CH2:42][CH2:43][N:44]([CH3:47])[CH2:45][CH2:46]4)[cH:39][cH:40]3)[n:29][nH:30][c:31]2[cH:32]1.[CH3:48][CH2:49][CH2:50][CH2:51][CH2:52][CH3:53].[CH3:4][S+:5]([CH3:6])([CH3:7])=[O:8].[ClH:10].[ClH:9].[H-:2].[I-:3].[Na+:1].[O:54]=[CH:55][N:56]([CH3:57])[CH3:58]>>[CH3:11][O:12][c:13]1[cH:14][c:15]2[c:19]([cH:20][cH:21]1)[NH:18][C:17](=[O:22])[C:16]21[CH:23]([c:24]2[cH:25][cH:26][c:27]3[c:28]([CH:33]=[CH:34][c:35]4[cH:36][n:37][c:38]([N:41]5[CH2:42][CH2:43][N:44]([CH3:47])[CH2:45][CH2:46]5)[cH:39][cH:40]4)[n:29][nH:30][c:31]3[cH:32]2)[CH2:48]1. Product: COc1ccc2c(c1)C1(CC1c1ccc3c(C=Cc4ccc(N5CCN(C)CC5)nc4)n[nH]c3c1)C(=O)N2. Reactants: COc1ccc2c(c1)C(=Cc1ccc3c(C=Cc4ccc(N5CCN(C)CC5)nc4)n[nH]c3c1)C(=O)N2, CCCCCC, C[S+](C)(C)=O, Cl, Cl, [H-], [I-], [Na+], CN(C)C=O.